This data is from the Open Reaction Database (ORD), a public repository of structured organic reaction records. The task is: describe an organic reaction: reactants, conditions, products, and yield Reactants: NC=1C=C(C=CC1)\C=C(/C#N)\C1=CC(=C(C=C1)OC)OC ((Z)-3-(3-amino-phenyl)-2-(3,4-dimethoxy-phenyl)-acrylonitrile), C(C)(=O)OC(C)=O (acetic anhydride). Solvent: N1=CC=CC=C1 (pyridine). The product is C(#N)C(=CC=1C=C(C=CC1)NC(C)=O)C1=CC(=C(C=C1)OC)OC (N-[3-[2-cyano-2-(3,4-dimethoxy-phenyl)-vinyl]-phenyl]-acetamide). Isolated yield 84.0%. Reaction SMILES: [NH2:1][C:2]1[CH:3]=[C:4](/[CH:8]=[C:9](/[C:12]2[CH:17]=[CH:16][C:15]([O:18][CH3:19])=[C:14]([O:20][CH3:21])[CH:13]=2)\[C:10]#[N:11])[CH:5]=[CH:6][CH:7]=1.[C:22](OC(=O)C)(=[O:24])[CH3:23]>N1C=CC=CC=1>[C:10]([C:9]([C:12]1[CH:17]=[CH:16][C:15]([O:18][CH3:19])=[C:14]([O:20][CH3:21])[CH:13]=1)=[CH:8][C:4]1[CH:3]=[C:2]([NH:1][C:22](=[O:24])[CH3:23])[CH:7]=[CH:6][CH:5]=1)#[N:11]. Reported procedure: Compound 57 (50 mg) was acetylated with acetic anhydride and pyridine in accordance with a customary method, to thereby produce the target product (48 mg, yield: 84%).